From a dataset of the Open Reaction Database (ORD), a public repository of structured organic reaction records. describe an organic reaction: reactants, conditions, products, and yield Starting materials: CS(=O)(=O)O, CO, ClCCCl, OC1(c2ccc(CN3CCCC3)cc2)CC(CN2CCCC2)C1. The product is c1cc(C2CC(CN3CCCC3)C2)ccc1CN1CCCC1. Reaction SMILES: [CH3:24][S:25](=[O:26])(=[O:27])[OH:28].[CH3:29][OH:30].[Cl:31][CH2:32][CH2:33][Cl:34].[N:1]1([CH2:6][CH:7]2[CH2:8][C:9]([OH:11])([c:12]3[cH:13][cH:14][c:15]([CH2:18][N:19]4[CH2:20][CH2:21][CH2:22][CH2:23]4)[cH:16][cH:17]3)[CH2:10]2)[CH2:2][CH2:3][CH2:4][CH2:5]1>>[N:1]1([CH2:6][CH:7]2[CH2:8][CH:9]([c:12]3[cH:13][cH:14][c:15]([CH2:18][N:19]4[CH2:20][CH2:21][CH2:22][CH2:23]4)[cH:16][cH:17]3)[CH2:10]2)[CH2:2][CH2:3][CH2:4][CH2:5]1. The reactants are CCN1CCOCC1, C1CCOC1, CN([SiH](C)C)[Si](C)(C)C, CCOCC, CCO, O=C(O)C1CC(O)CN1, [Na+], O=C([O-])O, O=S(=O)(Cl)c1ccc2ccccc2c1. Product: O=C(O)C1CC(O)CN1S(=O)(=O)c1ccc2ccccc2c1. Reaction SMILES: [CH2:10]([N:11]1[CH2:12][CH2:13][O:14][CH2:15][CH2:16]1)[CH3:17].[CH2:46]1[O:47][CH2:48][CH2:49][CH2:50]1.[CH3:37][SiH:38]([CH3:39])[N:40]([CH3:41])[Si:42]([CH3:43])([CH3:44])[CH3:45].[CH3:51][CH2:52][O:53][CH2:54][CH3:55].[CH3:56][CH2:57][OH:58].[NH:1]1[CH:2]([C:3](=[O:4])[OH:5])[CH2:6][CH:7]([OH:8])[CH2:9]1.[Na+:36].[O-:32][C:33]([OH:34])=[O:35].[cH:18]1[c:19]([S:28](=[O:29])(=[O:30])[Cl:31])[cH:20][cH:21][c:22]2[cH:23][cH:24][cH:25][cH:26][c:27]12>>[N:1]1([S:28]([c:19]2[cH:18][c:27]3[c:22]([cH:21][cH:20]2)[cH:23][cH:24][cH:25][cH:26]3)(=[O:29])=[O:30])[CH:2]([C:3](=[O:4])[OH:5])[CH2:6][CH:7]([OH:8])[CH2:9]1. Product: C(C)(C)(C)OC(NCC(NC1=NC=CC(=N1)C1=CN=C2N1C=CN=C2N2CCN(CC2)C)C2=CC(=CC=C2)Cl)=O ((2-(3-chloro-phenyl)-2-{4-[8-(4-methyl-piperazin-1-yl)-imidazo[1,2-a]pyrazin-3-yl]-pyrimidin-2-ylamino}-ethyl)-carbamic acid tert-butyl ester). Starting materials: CS(=O)(=O)C1=NC=CC(=N1)C1=CN=C2N1C=CN=C2N2CCN(CC2)C (3-(2-methanesulfonyl-pyrimidin-4-yl)-8-(4-methyl-piperazin-1-yl)-imidazo[1,2-a]pyrazine), C(C)(C)(C)OC(NCC(C1=CC(=CC=C1)Cl)N)=O ([2-amino-2-(3-chloro-phenyl)-ethyl]-carbamic acid tert-butyl ester). Procedure details: The mixture of 3-(2-methanesulfonyl-pyrimidin-4-yl)-8-(4-methyl-piperazin-1-yl)-imidazo[1,2-a]pyrazine (from Example 46 supra) (210 mg, 0.563 mmol) and [2-amino-2-(3-chloro-phenyl)-ethyl]-carbamic acid tert-butyl ester (from Example 78 supra) (611 mg, 2.25 mmol) was heated at 140° C. with stirring for 2 hours. The oil was purified by chromatography (silica gel, 10 g, 200-300 mesh, eluting with dichloromethane:methanol, 10:1 to 4:1) to afford crude (2-(3-chloro-phenyl)-2-{4-[8-(4-methyl-piperazin... Reaction SMILES: CS([C:5]1[N:10]=[C:9]([C:11]2[N:15]3[CH:16]=[CH:17][N:18]=[C:19]([N:20]4[CH2:25][CH2:24][N:23]([CH3:26])[CH2:22][CH2:21]4)[C:14]3=[N:13][CH:12]=2)[CH:8]=[CH:7][N:6]=1)(=O)=O.[C:27]([O:31][C:32](=[O:44])[NH:33][CH2:34][CH:35]([NH2:43])[C:36]1[CH:41]=[CH:40][CH:39]=[C:38]([Cl:42])[CH:37]=1)([CH3:30])([CH3:29])[CH3:28]>>[C:27]([O:31][C:32](=[O:44])[NH:33][CH2:34][CH:35]([C:36]1[CH:41]=[CH:40][CH:39]=[C:38]([Cl:42])[CH:37]=1)[NH:43][C:5]1[N:10]=[C:9]([C:11]2[N:15]3[CH:16]=[CH:17][N:18]=[C:19]([N:20]4[CH2:25][CH2:24][N:23]([CH3:26])[CH2:22][CH2:21]4)[C:14]3=[N:13][CH:12]=2)[CH:8]=[CH:7][N:6]=1)([CH3:30])([CH3:28])[CH3:29]. Conditions: temperature 140 celsius, time 2 hour. The reactants are [O-]CC.[Na+] (sodium ethoxide), O (Water), CC(=O)C1=CC(=CC=C1)Br (3-bromoacetophenone), C1CCOC1 (THF). Run in CCOC(=O)C (EtOAc), ClCCl (dichloromethane). Conditions: temperature -5 celsius, time 4 hour. Yields the product BrC=1C=C(C=CC1)C(CC(C)=O)=O (1-(3-Bromophenyl)-butane-1,3-dione), solid. The yield is 79.0%. As a reaction SMILES: [O-:1][CH2:2][CH3:3].[Na+].[CH3:5][C:6]([C:8]1[CH:13]=[CH:12][CH:11]=[C:10]([Br:14])[CH:9]=1)=[O:7].C1COCC1.O>CCOC(C)=O.ClCCl>[Br:14][C:10]1[CH:9]=[C:8]([C:6](=[O:7])[CH2:5][C:2](=[O:1])[CH3:3])[CH:13]=[CH:12][CH:11]=1 |f:0.1|. Procedure details: To a suspension of sodium ethoxide (3.82 g, 55 mmol) in EtOAc (10 mL) that was cooled to −5° C. was added a solution of 3-bromoacetophenone (10.0 g, 50 mmol) in EtOac (10 mL) and THF (10 mL). The mixture was stirred at 0° C. for 4 hours before warming to ambient temperature and stirring for 48 hours. Water (20 mL) and dichloromethane (40 mL) were added. The aqueous layer was separated, and acidified to pH 1 by addition of 2N HCl. EtOAc (100 mL) was added and separated, and the water was washed w...